Dataset: the Open Reaction Database (ORD), a public repository of structured organic reaction records. Task: describe an organic reaction: reactants, conditions, products, and yield The reactants are CC(C)(C)OC(=O)CNS(=O)(=O)CC1CCC(c2cc(F)ccc2F)(S(=O)(=O)c2ccc(Cl)cc2)CC1, ClCCl, O=C(O)C(F)(F)F. Yields the product O=C(O)CNS(=O)(=O)CC1CCC(c2cc(F)ccc2F)(S(=O)(=O)c2ccc(Cl)cc2)CC1. RXN SMILES: [C:1]([CH3:2])([CH3:3])([CH3:4])[O:5][C:6]([CH2:7][NH:8][S:9](=[O:10])(=[O:11])[CH2:12][CH:13]1[CH2:14][CH2:15][C:16]([c:19]2[c:20]([F:26])[cH:21][cH:22][c:23]([F:25])[cH:24]2)([S:27](=[O:28])(=[O:29])[c:30]2[cH:31][cH:32][c:33]([Cl:36])[cH:34][cH:35]2)[CH2:17][CH2:18]1)=[O:37].[Cl:45][CH2:46][Cl:47].[OH:38][C:39]([C:40]([F:41])([F:42])[F:43])=[O:44]>>[O:5]=[C:6]([CH2:7][NH:8][S:9](=[O:10])(=[O:11])[CH2:12][CH:13]1[CH2:14][CH2:15][C:16]([c:19]2[c:20]([F:26])[cH:21][cH:22][c:23]([F:25])[cH:24]2)([S:27](=[O:28])(=[O:29])[c:30]2[cH:31][cH:32][c:33]([Cl:36])[cH:34][cH:35]2)[CH2:17][CH2:18]1)[OH:37]. Reactants: FC(CCCC(C(=O)[O-])N1C(C(C1SC)(CC)CC)=O)CCC1=CC=CC=C1.C(C)C1(C(N(C1SC)CC(=O)OC)=O)CC (4-Fluorophenylhexyl(3,3-diethyl-4-methylthio-2-oxoazetidin-1-yl)acetate Methyl (3,3-diethyl-4-methylthio-2-oxo-azetidin-1-yl)acetate), FC1=CC=C(C=C1)CCCCCCO (4-fluorophenylhexylalcohol), C[O-].[Na+] (sodium methoxide). The solvent is C1=CC=CC=C1 (benzene). Run at time 2 hour. Yields the product FC(CCCC(C(=O)N)N1C(C(C1SC)(CC)CC)=O)CCC1=CC=CC=C1 (4-fluorophenylhexyl(3,3-diethyl-4-methylthio-2-oxoazetidin-1-yl)acetamide). The yield is 13.0%. As a reaction SMILES: [F:1][CH:2]([CH2:21][CH2:22][C:23]1[CH:28]=[CH:27][CH:26]=[CH:25][CH:24]=1)[CH2:3][CH2:4][CH2:5][CH:6]([N:10]1[CH:13]([S:14][CH3:15])[C:12]([CH2:18][CH3:19])([CH2:16][CH3:17])[C:11]1=[O:20])[C:7]([O-])=[O:8].C(C1(CC)C(SC)[N:33](CC(OC)=O)C1=O)C.FC1C=CC(CCCCCCO)=CC=1.C[O-].[Na+]>C1C=CC=CC=1>[F:1][CH:2]([CH2:21][CH2:22][C:23]1[CH:28]=[CH:27][CH:26]=[CH:25][CH:24]=1)[CH2:3][CH2:4][CH2:5][CH:6]([N:10]1[CH:13]([S:14][CH3:15])[C:12]([CH2:18][CH3:19])([CH2:16][CH3:17])[C:11]1=[O:20])[C:7]([NH2:33])=[O:8] |f:0.1,3.4|. Reported procedure: 4-Fluorophenylhexyl(3,3-diethyl-4-methylthio-2-oxoazetidin-1-yl)acetate-Methyl (3,3-diethyl-4-methylthio-2-oxo-azetidin-1-yl)acetate (0.8 g, 3.2 mmol) was dissolved in benzene with 4-fluorophenylhexylalcohol (1.3 g, 6.5 mmol) and sodium methoxide (SOmg ,0.9 mmol) and the mixture refuxed for 2 h. The reaction mixture was evaporated and diluted with EtOAc, the solution washed with water, separated, dried (K2CO3) and flash chromatographed (hexane/ethyl acetate 9:1) to give 4-fluorophenylhexyl(3,3-d...